This data is from the Open Reaction Database (ORD), a public repository of structured organic reaction records. The task is: describe an organic reaction: reactants, conditions, products, and yield Reactants: CCOC(=O)c1cn(C)c2nc3c(F)c(F)c(F)cc3cc2c1=O, CC(=O)O, Cl, O. Yields the product Cn1cc(C(=O)O)c(=O)c2cc3cc(F)c(F)c(F)c3nc21. As a reaction SMILES: [CH2:1]([CH3:2])[O:3][C:4](=[O:5])[c:6]1[c:7](=[O:24])[c:8]2[cH:9][c:10]3[c:11]([n:12][c:13]2[n:14]([CH3:16])[cH:15]1)[c:17]([F:23])[c:18]([F:22])[c:19]([F:21])[cH:20]3.[CH3:26][C:27](=[O:28])[OH:29].[ClH:30].[OH2:25]>>[O:3]=[C:4]([OH:5])[c:6]1[c:7](=[O:24])[c:8]2[cH:9][c:10]3[c:11]([n:12][c:13]2[n:14]([CH3:16])[cH:15]1)[c:17]([F:23])[c:18]([F:22])[c:19]([F:21])[cH:20]3. Reactants: O=C(O)c1cncc(Br)c1, O=C([O-])[O-], CI, CCOC(C)=O, [K+], [K+], CN(C)C=O. Product: COC(=O)c1cncc(Br)c1. RXN SMILES: [Br:1][c:2]1[cH:3][n:4][cH:5][c:6]([C:7](=[O:8])[OH:9])[cH:10]1.[C:11](=[O:12])([O-:13])[O-:14].[CH3:17][I:18].[CH3:24][CH2:25][O:26][C:27](=[O:28])[CH3:29].[K+:15].[K+:16].[O:19]=[CH:20][N:21]([CH3:22])[CH3:23]>>[Br:1][c:2]1[cH:3][n:4][cH:5][c:6]([C:7](=[O:8])[O:9][CH3:11])[cH:10]1. Reactants: crude product, C1(=CC=C(C=C1)S(=O)(=O)O)C (p-toluenesulfonic acid), O (water). Run in C1(=CC=CC=C1)C (toluene). Yields the product CC=1CC2=C(C=CC=C2C1)C1=CC2=CC=CC=C2C=C1 (2-Methyl-7-(2-naphthyl)indene). Yield: 2472.1%. Reaction SMILES: [C:1]1([CH3:11])[CH:6]=[CH:5][C:4](S(O)(=O)=O)=[CH:3][CH:2]=1.O>C1(C)C=CC=CC=1>[CH3:5][C:4]1[CH2:11][C:1]2[C:6]([CH:3]=1)=[CH:5][CH:4]=[CH:3][C:2]=2[C:3]1[CH:4]=[CH:5][C:6]2[C:1](=[CH:11][CH:2]=[CH:1][CH:6]=2)[CH:2]=1. Procedure: The crude product was taken up in 500 cm3 of toluene, admixed with 1.5 g of p-toluenesulfonic acid and heated under reflux for 2 hours with a water separator. The reaction mixture was washed 3 times with 50 cm3 of saturated aqueous NaHCO3 solution and the solvent was removed under reduced pressure. Filtration through 200 g of silica gel (hexane/methylene chloride) gave 18.4 g (72%) of 17 as a colorless oil. Reactants: C(C)(=O)O (acetic acid), C(C)#N (acetonitrile), CN1C(=O)N2C=NC(=C2N=N1)C(=O)N.Cl (Temozolomide hydrochloride). Solvent: O (water). The product is CN1C(=O)N2C=NC(=C2N=N1)C(=O)N (Temozolomide). RXN SMILES: [CH3:1][N:2]1[N:11]=[N:10][C:9]2[N:5]([CH:6]=[N:7][C:8]=2[C:12]([NH2:14])=[O:13])[C:3]1=[O:4].Cl.C(O)(=O)C.C(#N)C>O>[CH3:1][N:2]1[N:11]=[N:10][C:9]2[N:5]([CH:6]=[N:7][C:8]=2[C:12]([NH2:14])=[O:13])[C:3]1=[O:4] |f:0.1|. Procedure details: According to the present invention, the dissolution of Temozolomide hydrochloride in the mixture of acetic acid, acetonitrile, and water is complete (at pH range of 3-4), results in the precipitation of Temozolomide upon cooling. Starting materials: BrCC1=C(C=C(C=C1)OC)[N+](=O)[O-] (1-(bromomethyl)-4-methoxy-2-nitrobenzene), P(OCC)(OCC)OCC (triethyl phosphite). Run in C1CCCCC1.CCOC(=O)C (cyclohexane EtOAc). Conditions: temperature 120 celsius. Product: COC1=CC(=C(CP(OCC)(OCC)=O)C=C1)[N+](=O)[O-] (diethyl (4-methoxy-2-nitrobenzyl)phosphonate). Yield: 97.4%. As a reaction SMILES: Br[CH2:2][C:3]1[CH:8]=[CH:7][C:6]([O:9][CH3:10])=[CH:5][C:4]=1[N+:11]([O-:13])=[O:12].[P:14]([O:21]CC)([O:18][CH2:19][CH3:20])[O:15][CH2:16][CH3:17]>C1CCCCC1.CCOC(C)=O>[CH3:10][O:9][C:6]1[CH:7]=[CH:8][C:3]([CH2:2][P:14](=[O:21])([O:18][CH2:19][CH3:20])[O:15][CH2:16][CH3:17])=[C:4]([N+:11]([O-:13])=[O:12])[CH:5]=1 |f:2.3|. Procedure details: A mixture of 1-(bromomethyl)-4-methoxy-2-nitrobenzene (14.2 g; 57.71 mmol; 1 eq) and triethyl phosphite (9.49 mL; 54.82 mmol; 0.95 eq) is heated at 120° C. for 1 h. TLC analysis using cyclohexane/EtOAc [1/1] as eluent showed that the reaction is complete. The reaction mixture is cooled down to room temperature. The crude is purified by flash chromatography to afford 16.2 g (93%) of an orange oil. Storage at −25° C. allows the product to crystallize. It is then washed with petroleum ether and fil... Starting materials: BrC1(C(C=2C(=NNC2CC1)C)=O)Br (5,5-dibromo-3-methyl-6,7-dihydro-1H-indazol-4(5H)one), BrC1C(C=2C(=NNC2CC1)C)=O (5-bromo-3-methyl-6,7-dihydro-1H-indazol-4(5H)-one), N1=C(C=CC=C1)NC(=S)N (1-(pyridin-2-yl)thiourea). Solvent: CCO (EtOH). Yields the product CC1=NNC=2CCC3=C(C12)N=C(S3)NC3=NC=CC=C3 (8-methyl-N-(pyridin-2-yl)-5,6-dihydro-4H-thiazolo[4,5-e]indazol-2-amine). RXN SMILES: Br[C:2]1(Br)[CH2:10][CH2:9][C:8]2[NH:7][N:6]=[C:5]([CH3:11])[C:4]=2[C:3]1=O.BrC1CCC2NN=C(C)C=2C1=O.[N:26]1[CH:31]=[CH:30][CH:29]=[CH:28][C:27]=1[NH:32][C:33]([NH2:35])=[S:34]>CCO>[CH3:11][C:5]1[C:4]2[C:3]3[N:35]=[C:33]([NH:32][C:27]4[CH:28]=[CH:29][CH:30]=[CH:31][N:26]=4)[S:34][C:2]=3[CH2:10][CH2:9][C:8]=2[NH:7][N:6]=1. Procedure: According to Scheme 4 Step 5: A solution of a mixture of 5,5-dibromo-3-methyl-6,7-dihydro-1H-indazol-4(5H)one, 5-bromo-3-methyl-6,7-dihydro-1H-indazol-4(5H)-one (37.5:62.5, 173 mg) and of 1-(pyridin-2-yl)thiourea (0.67 mmol, 102 mg) in EtOH (2.4 mL) was stirred under reflux for 3 hours. The precipitate formed was filtered, was washed with a saturated solution of NaHCO3, water, EtOH and Et2O and was dried to yield 8-methyl-N-(pyridin-2-yl)-5,6-dihydro-4H-thiazolo[4,5-e]indazol-2-amine (46 μmol, 1... The reactants are [OH-].[Li+] (lithium hydroxide), C(C)OC(CCN1CCN(CC1)C(=O)OC(C)(C)C)=O (tert-butyl 4-(3-ethoxy-3-oxopropyl)-1-piperazinecarboxylate). The solvent is C(C)O (ethanol). Reaction conditions: time 18 hour. Yields the product N (ammonia), C(C)(C)(C)OC(=O)N1CCN(CC1)CCC(=O)O (3-[4-(tert-butoxycarbonyl)piperazino]propanoic acid). Yield: 132.2%. RXN SMILES: [OH-].[Li+].C([O:5][C:6](=[O:22])[CH2:7][CH2:8][N:9]1[CH2:14][CH2:13][N:12]([C:15]([O:17][C:18]([CH3:21])([CH3:20])[CH3:19])=[O:16])[CH2:11][CH2:10]1)C>C(O)C>[NH3:9].[C:18]([O:17][C:15]([N:12]1[CH2:11][CH2:10][N:9]([CH2:8][CH2:7][C:6]([OH:22])=[O:5])[CH2:14][CH2:13]1)=[O:16])([CH3:21])([CH3:19])[CH3:20] |f:0.1|. Procedure details: 1N Aqueous lithium hydroxide (15.6 ml) was added to a solution of tert-butyl 4-(3-ethoxy-3-oxopropyl)-1-piperazinecarboxylate (2.23 g) [see Preparation 89] in ethanol (95 ml). The reaction mixture was stirred for 18 hrs at room temperature, after which time the solvent was removed under reduced pressure. The crude product was purified by column chromatography on reverse phase MCI gel eluting with 1:1, acetonitrile:water and further purified on Dowex 50W-X8-100 ion-exchange resin eluting with wat... Reactants: CC(C)(C)OC(=O)NCCNCCNC(c1ccccc1)(c1ccccc1)c1ccccc1, CCN(C(C)C)C(C)C, Cn1ncc(NC(=O)Oc2ccccc2)c1NC(c1ccccc1)(c1ccccc1)c1ccccc1, CCOC(C)=O, ClC(Cl)Cl. The product is Cn1ncc(NC(=O)N(CCNC(=O)OC(C)(C)C)CCNC(c2ccccc2)(c2ccccc2)c2ccccc2)c1NC(c1ccccc1)(c1ccccc1)c1ccccc1. Reaction SMILES: [C:37]([c:38]1[cH:39][cH:40][cH:41][cH:42][cH:43]1)([c:44]1[cH:45][cH:46][cH:47][cH:48][cH:49]1)([c:50]1[cH:51][cH:52][cH:53][cH:54][cH:55]1)[NH:56][CH2:57][CH2:58][NH:59][CH2:60][CH2:61][NH:62][C:63]([O:64][C:65]([CH3:66])([CH3:67])[CH3:68])=[O:69].[CH2:70]([N:71]([CH:72]([CH3:73])[CH3:74])[CH:75]([CH3:76])[CH3:77])[CH3:78].[CH3:1][n:2]1[n:3][cH:4][c:5]([NH:27][C:28]([O:29][c:31]2[cH:32][cH:33][cH:34][cH:35][cH:36]2)=[O:30])[c:6]1[NH:7][C:8]([c:9]1[cH:10][cH:11][cH:12][cH:13][cH:14]1)([c:15]1[cH:16][cH:17][cH:18][cH:19][cH:20]1)[c:21]1[cH:22][cH:23][cH:24][cH:25][cH:26]1.[CH3:79][CH2:80][O:81][C:82](=[O:83])[CH3:84].[CH:85]([Cl:86])([Cl:87])[Cl:88]>>[CH3:1][n:2]1[n:3][cH:4][c:5]([NH:27][C:28](=[O:29])[N:59]([CH2:58][CH2:57][NH:56][C:37]([c:38]2[cH:39][cH:40][cH:41][cH:42][cH:43]2)([c:44]2[cH:45][cH:46][cH:47][cH:48][cH:49]2)[c:50]2[cH:51][cH:52][cH:53][cH:54][cH:55]2)[CH2:60][CH2:61][NH:62][C:63]([O:64][C:65]([CH3:66])([CH3:67])[CH3:68])=[O:69])[c:6]1[NH:7][C:8]([c:9]1[cH:10][cH:11][cH:12][cH:13][cH:14]1)([c:15]1[cH:16][cH:17][cH:18][cH:19][cH:20]1)[c:21]1[cH:22][cH:23][cH:24][cH:25][cH:26]1. Reactants: ester, CCOCC (ether), CP(OC)(=O)OC (dimethyl methanephosphonate), C(CCC)[Li] (n-butyl lithium). The solvent is O1CCCC1 (tetrahydrofuran), O1CCCC1 (tetrahydrofuran). Reaction conditions: time 1 hour. Product: O=C(CP(OC)(=O)OC)CCC#CC (dimethyl 2-oxo-hept-5-yne-phosphonate). RXN SMILES: [CH3:1][P:2]([O:6][CH3:7])(=[O:5])[O:3][CH3:4].[CH2:8]([Li])[CH2:9][CH2:10][CH3:11].CC[O:15][CH2:16][CH3:17]>O1CCCC1>[O:15]=[C:16]([CH2:17][CH2:8][C:9]#[C:10][CH3:11])[CH2:1][P:2]([O:6][CH3:7])(=[O:5])[O:3][CH3:4]. Procedure details: To a solution of 3.2 g of dimethyl methanephosphonate in 52 ml of tetrahydrofuran was added at -78° C. 155 ml of n-butyl lithium (1.59N) and the mixture was stirred for 25 mins at -78° C. To the mixture was added at -78° C. a solution of 1.6 g of the above-mentioned ester in 3.2 ml of tetrahydrofuran. The mixture was stirred for 15 mins and for one hour at room temperature. After addition of 100 ml of ether to the reaction mixture, the mixture was washed with 30 ml of aqueous saturated solution ... Reactants: CC(C)(C)OC(=O)N1CCN(C(=O)OC(C)(C)C)C(c2ccc(Br)cc2)C1, CC(C)(C)P(c1ccccc1-c1ccccc1)C(C)(C)C, CC(C)(C)O, CC(=O)[O-], CC(=O)[O-], CNC1CCCCC1, CC(C)(C)[O-], [Na+], [Pd+2]. Product: CN(c1ccc(C2CN(C(=O)OC(C)(C)C)CCN2C(=O)OC(C)(C)C)cc1)C1CCCCC1. RXN SMILES: [Br:1][c:2]1[cH:3][cH:4][c:5]([CH:8]2[N:9]([C:21](=[O:22])[O:23][C:24]([CH3:25])([CH3:26])[CH3:27])[CH2:10][CH2:11][N:12]([C:14](=[O:15])[O:16][C:17]([CH3:18])([CH3:19])[CH3:20])[CH2:13]2)[cH:6][cH:7]1.[C:36]([P:37]([C:38]([CH3:39])([CH3:40])[CH3:41])[c:42]1[cH:43][cH:44][cH:45][cH:46][c:47]1-[c:48]1[cH:49][cH:50][cH:51][cH:52][cH:53]1)([CH3:54])([CH3:55])[CH3:56].[C:63]([OH:64])([CH3:65])([CH3:66])[CH3:67].[C:68]([O-:69])(=[O:70])[CH3:71].[C:73]([O-:74])(=[O:75])[CH3:76].[CH3:28][NH:29][CH:30]1[CH2:31][CH2:32][CH2:33][CH2:34][CH2:35]1.[CH3:57][C:58]([CH3:59])([O-:60])[CH3:61].[Na+:62].[Pd+2:72]>>[c:2]1([N:29]([CH3:28])[CH:30]2[CH2:31][CH2:32][CH2:33][CH2:34][CH2:35]2)[cH:3][cH:4][c:5]([CH:8]2[N:9]([C:21](=[O:22])[O:23][C:24]([CH3:25])([CH3:26])[CH3:27])[CH2:10][CH2:11][N:12]([C:14](=[O:15])[O:16][C:17]([CH3:18])([CH3:19])[CH3:20])[CH2:13]2)[cH:6][cH:7]1.